This data is from the Open Reaction Database (ORD), a public repository of structured organic reaction records. The task is: describe an organic reaction: reactants, conditions, products, and yield The reactants are OC1=NC=CC=C1 (hydroxypyridine), C(C)OC(CBr)=O (ethylbromoacetate), C(=O)([O-])[O-].[Na+].[Na+] (Na2CO3). The solvent is CC(=O)C (acetone). Yields the product COC(C[C@H]1OCCC1)=O ((S)-(tetrahydro-furan-2-yl)-acetic acid methyl ester). As a reaction SMILES: [OH:1][C:2]1[CH:7]=[CH:6][CH:5]=CN=1.[CH2:8]([O:10][C:11](=[O:14])[CH2:12]Br)C.C([O-])([O-])=O.[Na+].[Na+]>CC(C)=O>[CH3:8][O:10][C:11](=[O:14])[CH2:12][C@@H:2]1[CH2:7][CH2:6][CH2:5][O:1]1 |f:2.3.4|. Procedure details: A solution of hydroxypyridine 36e (152 g, 0.527 mol), ethylbromoacetate (141 g, 0.843 mol) and Na2CO3 (184.3 g, 1.738 mol) in acetone (2000 mL) is refluxed for 6 h. The aqueous phase is extracted with DCM. The combined organic extracts are washed with brine, dried over Na2SO4 and concentrated in vacuo. Purification by chromatography (1-50% EtOAc in petroleum ether) yields ester 36f.